Dataset: the Open Reaction Database (ORD), a public repository of structured organic reaction records. Task: describe an organic reaction: reactants, conditions, products, and yield The reactants are O=C([O-])[O-], C1COCCO1, Clc1ccc(Cl)nn1, [K+], [K+], O. The product is C=Cc1ccc(Cl)nn1. As a reaction SMILES: [C:9](=[O:10])([O-:11])[O-:12].[CH2:15]1[CH2:16][O:20][CH2:19][CH2:18][O:17]1.[Cl:1][c:2]1[n:3][n:4][c:5]([Cl:8])[cH:6][cH:7]1.[K+:13].[K+:14].[OH2:21]>>[Cl:1][c:2]1[n:3][n:4][c:5]([CH:15]=[CH2:16])[cH:6][cH:7]1. Reactants: CC1(C(CC(=N1)C1=CC=CC=C1)C1=CC=C(C=C1)N(C)C)C (5,5-dimethyl-2-phenyl-4-(p-dimethylaminophenyl)-1-pyrroline), [BH4-].[Na+] (sodium borohydride). The solvent is C(C)O (ethanol). Conditions: time 14 hour. The product is CN(C1=CC=C(C=C1)[C@@H]1C(N[C@@H](C1)C1=CC=CC=C1)(C)C)C (cis-3-(p-dimethylaminophenyl)-2,2-dimethyl-5-phenyl-pyrrolidine). As a reaction SMILES: [CH3:1][C:2]1([CH3:22])[N:6]=[C:5]([C:7]2[CH:12]=[CH:11][CH:10]=[CH:9][CH:8]=2)[CH2:4][CH:3]1[C:13]1[CH:18]=[CH:17][C:16]([N:19]([CH3:21])[CH3:20])=[CH:15][CH:14]=1.[BH4-].[Na+]>C(O)C>[CH3:20][N:19]([CH3:21])[C:16]1[CH:15]=[CH:14][C:13]([C@H:3]2[CH2:4][C@@H:5]([C:7]3[CH:12]=[CH:11][CH:10]=[CH:9][CH:8]=3)[NH:6][C:2]2([CH3:1])[CH3:22])=[CH:18][CH:17]=1 |f:1.2|. Procedure: 16 G. of 5,5-dimethyl-2-phenyl-4-(p-dimethylaminophenyl)-1-pyrroline are dissolved in 300 ml. of absolute ethanol and treated with 16 g. of sodium borohydride. The solution is stirred under nitrogen at room temperature for 14 hours. It is subsequently evaporated to dryness under reduced pressure and the residue suspended in water by intensive stirring. The non-dissolved constituent is filtered off, dried and recrystallized, first from n-hexane and then from diisopropyl ether. There is obtained c...